From a dataset of the Open Reaction Database (ORD), a public repository of structured organic reaction records. describe an organic reaction: reactants, conditions, products, and yield Reactants: C(C1=CC=CC=C1)(C1=CC=CC=C1)(C1=CC=CC=C1)NC=1SC=C(N1)C(C(=O)NC1[C@@H]2N(C(=C(CS2=O)CI)C(=O)OC(C2=CC=CC=C2)C2=CC=CC=C2)C1=O)=NOC(F)F (benzhydryl 7-[2-(2-tritylaminothiazol-4-yl)-2-difluoromethoxyiminoacetamido]-3-iodomethyl-3-cephem-4-carboxylate-1-oxide), CN1CCCC1 (N-methylpyrrolidine), C(C)(C)OC(C)C (diisopropyl ether). Solvent: O1CCCC1 (tetrahydrofuran). The product is [I-].C(C1=CC=CC=C1)(C1=CC=CC=C1)(C1=CC=CC=C1)NC=1SC=C(N1)C(C(=O)NC1[C@@H]2N(C(=C(CS2=O)C([NH+]2CCCC2)C)C(=O)OC(C2=CC=CC=C2)C2=CC=CC=C2)C1=O)=NOC(F)F (benzhydryl 7-[2-(2-tritylaminothiazol-4-yl)-2-difluoromethoxyiminoacetamido]-3-(1-methyl-1-pyrrolidiniomethyl)-3-cephem-4-carboxylate-1-oxide iodide). RXN SMILES: [C:1]([NH:20][C:21]1[S:22][CH:23]=[C:24]([C:26](=[N:58][O:59][CH:60]([F:62])[F:61])[C:27]([NH:29][CH:30]2[C:56](=[O:57])[N:32]3[C:33]([C:40]([O:42][CH:43]([C:50]4[CH:55]=[CH:54][CH:53]=[CH:52][CH:51]=4)[C:44]4[CH:49]=[CH:48][CH:47]=[CH:46][CH:45]=4)=[O:41])=[C:34]([CH2:38][I:39])[CH2:35][S:36](=[O:37])[C@H:31]23)=[O:28])[N:25]=1)([C:14]1[CH:19]=[CH:18][CH:17]=[CH:16][CH:15]=1)([C:8]1[CH:13]=[CH:12][CH:11]=[CH:10][CH:9]=1)[C:2]1[CH:7]=[CH:6][CH:5]=[CH:4][CH:3]=1.C[N:64]1[CH2:68][CH2:67][CH2:66][CH2:65]1.[CH:69](OC(C)C)(C)C>O1CCCC1>[I-:39].[C:1]([NH:20][C:21]1[S:22][CH:23]=[C:24]([C:26](=[N:58][O:59][CH:60]([F:62])[F:61])[C:27]([NH:29][CH:30]2[C:56](=[O:57])[N:32]3[C:33]([C:40]([O:42][CH:43]([C:50]4[CH:55]=[CH:54][CH:53]=[CH:52][CH:51]=4)[C:44]4[CH:49]=[CH:48][CH:47]=[CH:46][CH:45]=4)=[O:41])=[C:34]([CH:38]([CH3:69])[NH+:64]4[CH2:68][CH2:67][CH2:66][CH2:65]4)[CH2:35][S:36](=[O:37])[C@H:31]23)=[O:28])[N:25]=1)([C:14]1[CH:19]=[CH:18][CH:17]=[CH:16][CH:15]=1)([C:8]1[CH:13]=[CH:12][CH:11]=[CH:10][CH:9]=1)[C:2]1[CH:7]=[CH:6][CH:5]=[CH:4][CH:3]=1 |f:4.5|. Reported procedure: A solution of benzhydryl 7-[2-(2-tritylaminothiazol-4-yl)-2-difluoromethoxyiminoacetamido]-3-iodomethyl-3-cephem-4-carboxylate-1-oxide (syn isomer) (1.97 g) and N-methylpyrrolidine (204 mg) in tetrahydrofuran (10 ml) was stirred for 40 minutes at 0°-5° C. and then diisopropyl ether was added thereto. The resultant precipitates were collected by filtration, washed with diisopropyl ether and air-dried to give benzhydryl 7-[2-(2-tritylaminothiazol-4-yl)-2-difluoromethoxyiminoacetamido]-3-(1-methyl-...